describe an organic reaction: reactants, conditions, products, and yield From a dataset of the Open Reaction Database (ORD), a public repository of structured organic reaction records. Starting materials: BrC1=C(C=C(C=C1)Cl)[N+](=O)[O-] (2-bromo-5-chloro-nitrobenzene), C(=C)[Mg]Br (vinyl magnesium bromide). The solvent is C1CCOC1 (THF), C1CCOC1 (THF). Run at temperature -40 celsius, time 30 minute. The product is BrC=1C=CC(=C2C=CNC12)Cl (7-bromo-4-chloro-1H-indole). Isolated yield 49.0%. As a reaction SMILES: [Br:1][C:2]1[CH:7]=[CH:6][C:5]([Cl:8])=[CH:4][C:3]=1[N+:9]([O-])=O.[CH:12]([Mg]Br)=[CH2:13]>C1COCC1>[Br:1][C:2]1[CH:7]=[CH:6][C:5]([Cl:8])=[C:4]2[C:3]=1[NH:9][CH:13]=[CH:12]2. Reported procedure: 1.19 g (5 mmol) of 2-bromo-5-chloro-nitrobenzene were dissolved in 50 ml THF. At a temperature of −45° C. 15 ml of a 1M vinyl magnesium bromide solution in THF were added under nitrogen in such a way that the temperature did not exceed −40° C. After complete addition the dark solution was stirred for 30 min at −40° C. The reaction mixture was quenched with 10 ml aqueous saturated ammonium chloride solution and extracted twice with diethyl ether. The combined organic layers were washed once with ... The reactants are Cl (HCl), [OH-].[Na+] (NaOH), FC1=C(C=C(C=C1)F)[C@H]1CCC(N1C1=NC=2N(C=C1)N=CC2C(=O)OCC)(C)C ((R)-ethyl 5-(5-(2,5-difluorophenyl)-2,2-dimethylpyrrolidin-1-yl)pyrazolo[1,5-a]pyrimidine-3-carboxylate). Run in [Cl-].[Na+].O (brine), CO (MeOH). Run at time 5 day. The product is FC1=C(C=C(C=C1)F)[C@H]1CCC(N1C1=NC=2N(C=C1)N=CC2C(=O)O)(C)C ((R)-5-(5-(2,5-difluorophenyl)-2,2-dimethylpyrrolidin-1-yl)pyrazolo[1,5-a]pyrimidine-3-carboxylic acid). Isolated yield 97.2%. As a reaction SMILES: [F:1][C:2]1[CH:7]=[CH:6][C:5]([F:8])=[CH:4][C:3]=1[C@@H:9]1[N:13]([C:14]2[CH:19]=[CH:18][N:17]3[N:20]=[CH:21][C:22]([C:23]([O:25]CC)=[O:24])=[C:16]3[N:15]=2)[C:12]([CH3:29])([CH3:28])[CH2:11][CH2:10]1.[OH-].[Na+].Cl>CO.[Cl-].[Na+].O>[F:1][C:2]1[CH:7]=[CH:6][C:5]([F:8])=[CH:4][C:3]=1[C@@H:9]1[N:13]([C:14]2[CH:19]=[CH:18][N:17]3[N:20]=[CH:21][C:22]([C:23]([OH:25])=[O:24])=[C:16]3[N:15]=2)[C:12]([CH3:29])([CH3:28])[CH2:11][CH2:10]1 |f:1.2,5.6.7|. Reported procedure: (R)-ethyl 5-(5-(2,5-difluorophenyl)-2,2-dimethylpyrrolidin-1-yl)pyrazolo[1,5-a]pyrimidine-3-carboxylate (136 mg, 0.340 mmol) was dissolved in MeOH (5.0 mL) and 1N NaOH (3.40 mL, 3.40 mmol) was added. The reaction was stirred at ambient temperature for 5 days and then heated at reflux for 4 hours. The reaction mixture was cooled, poured onto a mixture of brine (10 mL) and 2N HCl (5 mL) and extracted with DCM. The combined organic extracts were filtered through PS paper and concentrated to provide... Reactants: NCCCCn1cnc2c(N)nc3ccccc3c21, O=C(Cl)c1ccccc1Oc1ccccc1, c1ccncc1. Yields the product Nc1nc2ccccc2c2c1ncn2CCCCNC(=O)c1ccccc1Oc1ccccc1. Reaction SMILES: [NH2:1][CH2:2][CH2:3][CH2:4][CH2:5][n:6]1[cH:7][n:8][c:9]2[c:10]([NH2:19])[n:11][c:12]3[cH:13][cH:14][cH:15][cH:16][c:17]3[c:18]12.[O:20]([c:21]1[cH:22][cH:23][cH:24][cH:25][cH:26]1)[c:27]1[c:28]([C:29](=[O:30])[Cl:31])[cH:32][cH:33][cH:34][cH:35]1.[cH:36]1[cH:37][cH:38][n:39][cH:40][cH:41]1>>[NH:1]([CH2:2][CH2:3][CH2:4][CH2:5][n:6]1[cH:7][n:8][c:9]2[c:10]([NH2:19])[n:11][c:12]3[cH:13][cH:14][cH:15][cH:16][c:17]3[c:18]12)[C:29]([c:28]1[c:27]([O:20][c:21]2[cH:22][cH:23][cH:24][cH:25][cH:26]2)[cH:35][cH:34][cH:33][cH:32]1)=[O:30]. Starting materials: C(C)N1C(NC(C=2NC=NC12)=O)=O (3-ethylxanthine), CN(C=O)C (dimethylformamide), C([O-])([O-])=O.[K+].[K+] (potassium carbonate), C(C1=CC=CC=C1)Cl (benzyl chloride). Run in O (water). Run at temperature 80 celsius. Yields the product C(C1=CC=CC=C1)N1C=NC=2N(C(NC(C12)=O)=O)CC (7-Benzyl-3-ethylxanthine). As a reaction SMILES: [CH2:1]([N:3]1[C:11]2[N:10]=[CH:9][NH:8][C:7]=2[C:6](=[O:12])[NH:5][C:4]1=[O:13])[CH3:2].CN(C)C=O.C(=O)([O-])[O-].[K+].[K+].[CH2:25](Cl)[C:26]1[CH:31]=[CH:30][CH:29]=[CH:28][CH:27]=1>O>[CH2:25]([N:8]1[C:7]2[C:6](=[O:12])[NH:5][C:4](=[O:13])[N:3]([CH2:1][CH3:2])[C:11]=2[N:10]=[CH:9]1)[C:26]1[CH:31]=[CH:30][CH:29]=[CH:28][CH:27]=1 |f:2.3.4|. Procedure: 180 g (1 mol) of 3-ethylxanthine were initially introduced into 1000 ml of dimethylformamide, the mixture was heated to 80° C. with stirring and, after the introduction of 88 g (0.64 mol) of potassium carbonate, treated dropwise with 133 g (1.05 mol) of benzyl chloride in the course of 1 hour. It was then stirred at 100° C. for 2 hours, treated with 1000 ml of water, and the precipitated product was filtered on a suction filter, washed with water until salt-free and dried in a vacuum drying oven... The reactants are CCOC(C)=O, Clc1ncc(Cl)c(Cl)n1, N#CCc1cccc(N)c1. Yields the product N#CCc1cccc(Nc2nc(Cl)ncc2Cl)c1. Reaction SMILES: [CH3:20][CH2:21][O:22][C:23]([CH3:24])=[O:25].[Cl:11][c:12]1[n:13][cH:14][c:15]([Cl:19])[c:16]([Cl:18])[n:17]1.[NH2:1][c:2]1[cH:3][c:4]([CH2:8][C:9]#[N:10])[cH:5][cH:6][cH:7]1>>[NH:1]([c:2]1[cH:3][c:4]([CH2:8][C:9]#[N:10])[cH:5][cH:6][cH:7]1)[c:16]1[c:15]([Cl:19])[cH:14][n:13][c:12]([Cl:11])[n:17]1. Reactants: C=CCOc1cc(CO)ccc1F, O=S(Cl)Cl. The product is C=CCOc1cc(CCl)ccc1F. RXN SMILES: [CH2:1]([CH:2]=[CH2:3])[O:4][c:5]1[cH:6][c:7]([CH2:12][OH:13])[cH:8][cH:9][c:10]1[F:11].[S:14]([Cl:15])([Cl:16])=[O:17]>>[CH2:1]([CH:2]=[CH2:3])[O:4][c:5]1[cH:6][c:7]([CH2:12][Cl:16])[cH:8][cH:9][c:10]1[F:11]. The reactants are C(C=1C(O)=CC=CC1)(=O)O (salicylic acid), ClCCO (2-chloro-ethanol), S(O)(O)(=O)=O (sulfuric acid). Yields the product C(C=1C(O)=CC=CC1)OCCCl (1-salicyloxy-2-chloro-ethane). As a reaction SMILES: [C:1]([OH:10])(=O)[C:2]1[C:3](=[CH:5][CH:6]=[CH:7][CH:8]=1)[OH:4].[Cl:11][CH2:12][CH2:13]O.S(=O)(=O)(O)O>>[CH2:1]([O:10][CH2:13][CH2:12][Cl:11])[C:2]1[C:3](=[CH:5][CH:6]=[CH:7][CH:8]=1)[OH:4]. Procedure details: A solution of 13.8 g (0.1 mole) of salicylic acid in 48.3 g (0.6 mole) of 2-chloro-ethanol in the presence of 4 ml of sulfuric acid is heated to 110° for 2 hours. After removing the excess of 2-chloro-ethanol, the ether solution of the product is extracted with an aqueous solution of 5% CO3HNa. The ether is removed and the product is distilled. B.p.: 128°-129°/11 Torr.